Task: describe an organic reaction: reactants, conditions, products, and yield. Dataset: the Open Reaction Database (ORD), a public repository of structured organic reaction records Reactants: CC(C)=CCCl, Cc1ccccc1, CC1=CC(=O)CC1, CC(=O)O, [Na+], [OH-], O. Product: CC(C)=CCC1=C(C)CCC1=O. Reaction SMILES: [CH2:8]([CH:9]=[C:10]([CH3:11])[CH3:12])[Cl:13].[CH3:14][c:15]1[cH:16][cH:17][cH:18][cH:19][cH:20]1.[CH3:1][C:2]1=[CH:3][C:4](=[O:7])[CH2:5][CH2:6]1.[CH3:23][C:24](=[O:25])[OH:26].[Na+:22].[OH-:21].[OH2:27]>>[CH3:1][C:2]1=[C:3]([CH2:8][CH:9]=[C:10]([CH3:11])[CH3:12])[C:4](=[O:7])[CH2:5][CH2:6]1. Reactants: CCOC(=O)CCc1cn(Cc2ccc(OCc3cccc(-c4ccccc4)n3)cc2)nc1OCC, CCO, Cl, [Na+], C1CCOC1, [OH-]. Yields the product CCOc1nn(Cc2ccc(OCc3cccc(-c4ccccc4)n3)cc2)cc1CCC(=O)O. RXN SMILES: [CH2:1]([CH3:2])[O:3][c:4]1[n:5][n:6]([CH2:16][c:17]2[cH:18][cH:19][c:20]([O:23][CH2:24][c:25]3[n:26][c:27](-[c:31]4[cH:32][cH:33][cH:34][cH:35][cH:36]4)[cH:28][cH:29][cH:30]3)[cH:21][cH:22]2)[cH:7][c:8]1[CH2:9][CH2:10][C:11](=[O:12])[O:13][CH2:14][CH3:15].[CH3:45][CH2:46][OH:47].[ClH:44].[Na+:38].[O:39]1[CH2:40][CH2:41][CH2:42][CH2:43]1.[OH-:37]>>[CH2:1]([CH3:2])[O:3][c:4]1[n:5][n:6]([CH2:16][c:17]2[cH:18][cH:19][c:20]([O:23][CH2:24][c:25]3[n:26][c:27](-[c:31]4[cH:32][cH:33][cH:34][cH:35][cH:36]4)[cH:28][cH:29][cH:30]3)[cH:21][cH:22]2)[cH:7][c:8]1[CH2:9][CH2:10][C:11](=[O:12])[OH:13]. The reactants are O=C([O-])[O-], CN1CC(=O)NC1=O, CN(C)C=O, Cc1ccccc1, C=COCCCl, [K+], [K+]. The product is C=COCCN1C(=O)CN(C)C1=O. RXN SMILES: [C:9](=[O:10])([O-:11])[O-:12].[CH3:1][N:2]1[C:3](=[O:4])[NH:5][C:6](=[O:7])[CH2:8]1.[CH3:21][N:22]([CH3:23])[CH:24]=[O:25].[CH3:26][c:27]1[cH:28][cH:29][cH:30][cH:31][cH:32]1.[CH:15](=[CH2:16])[O:17][CH2:18][CH2:19][Cl:20].[K+:13].[K+:14]>>[CH3:1][N:2]1[C:3](=[O:4])[N:5]([CH2:19][CH2:18][O:17][CH:15]=[CH2:16])[C:6](=[O:7])[CH2:8]1.